Task: describe an organic reaction: reactants, conditions, products, and yield. Dataset: the Open Reaction Database (ORD), a public repository of structured organic reaction records Procedure details: 18 gm (0.067 mol) of 4-chloro-5-cyano-6-methoxy-2-thiomorpholino-pyrimidine (m.p. 218°-219°C) were admixed with 60.3 gm (0.7 mol) of piperazine, and the mixture was heated at 130°C for 3 hours. After cooling, water was added, and the aqueous mixture was extracted with chloroform. The chloroform phase was dried, and the chloroform was removed in vacuo. The residue, the free base reaction product, was dissolved in hot ethanol, and the hydrochloride was precipitated by addition of ethanolic hydroch... The solvent is C(C)O (ethanol). Conditions: temperature 130 celsius. Reaction SMILES: Cl[C:2]1[C:7]([C:8]#[N:9])=[C:6]([O:10][CH3:11])[N:5]=[C:4]([N:12]2[CH2:17][CH2:16][S:15][CH2:14][CH2:13]2)[N:3]=1.[NH:18]1[CH2:23][CH2:22][NH:21][CH2:20][CH2:19]1.O>C(O)C>[C:8]([C:7]1[C:2]([N:18]2[CH2:23][CH2:22][NH:21][CH2:20][CH2:19]2)=[N:3][C:4]([N:12]2[CH2:17][CH2:16][S:15][CH2:14][CH2:13]2)=[N:5][C:6]=1[O:10][CH3:11])#[N:9]. Reactants: ClC1=NC(=NC(=C1C#N)OC)N1CCSCC1 (4-chloro-5-cyano-6-methoxy-2-thiomorpholino-pyrimidine), N1CCNCC1 (piperazine), O (water). Product: C(#N)C=1C(=NC(=NC1OC)N1CCSCC1)N1CCNCC1 (5-Cyano-6-methoxy-4-piperazino-2-thiomorpholino-pyrimidine). Reactants: CN(C)CC (N,N-dimethylethylamine), [OH-].[Na+] (NaOH), C1(CC1)C(=O)Cl (Cyclopropanecarbonyl chloride), FC1=CC=C(CN2CC3N(C4=C(NCC3)C=CC=N4)CC2)C=C1 (9-(4-fluorobenzyl)-5,6,7,7a,8,9,10,11-octahydropyrazino[1,2-d]pyrido[3,2-b][1,4]diazepine). The solvent is CO (Methanol), C(Cl)Cl (CH2Cl2), O (water). Reaction conditions: time 2 hour. Product: C1(CC1)CN1C2=C(N3C(CC1)CN(CC3)CC3=CC=C(C=C3)F)N=CC=C2 (5-(cyclopropylmethyl)-9-(4-fluorobenzyl)-5,6,7,7a,8,9,10,11-octahydropyrazino[1,2-d]pyrido[3,2-b][1,4]diazepine). As a reaction SMILES: [CH:1]1([C:4](Cl)=O)[CH2:3][CH2:2]1.[F:7][C:8]1[CH:29]=[CH:28][C:11]([CH2:12][N:13]2[CH2:27][CH2:26][N:16]3[C:17]4[N:25]=[CH:24][CH:23]=[CH:22][C:18]=4[NH:19][CH2:20][CH2:21][CH:15]3[CH2:14]2)=[CH:10][CH:9]=1.CN(CC)C.[OH-].[Na+]>C(Cl)Cl.O.CO>[CH:1]1([CH2:4][N:19]2[CH2:20][CH2:21][CH:15]3[CH2:14][N:13]([CH2:12][C:11]4[CH:10]=[CH:9][C:8]([F:7])=[CH:29][CH:28]=4)[CH2:27][CH2:26][N:16]3[C:17]3[N:25]=[CH:24][CH:23]=[CH:22][C:18]2=3)[CH2:3][CH2:2]1 |f:3.4|. Procedure: Cyclopropanecarbonyl chloride (0.043 ml, 0.478 mmol) was added to a solution of the product of Example 64C (97 mg, 0.31 mmol) in CH2Cl2 (2.0 mL). The mixture was stirred at room temperature for 2 hours and then concentrated under vacuum. The residue was taken up in 1 M NaOH (5 mL) and extracted with ethyl acetate (2×10 mL). The combined extract was washed with saturated brine (5 mL), dried (Na2SO4) and concentrated under vacuum. The residue was dissolved in tetrahydrofuran (5 mL) and stirred wit...